This data is from the Open Reaction Database (ORD), a public repository of structured organic reaction records. The task is: describe an organic reaction: reactants, conditions, products, and yield Reactants: ClC=1C=C(C=C2C=C(C(OC12)C(F)(F)F)C(=O)OCC)OCC (ethyl 8-chloro-6-ethoxy-2-(trifluoromethyl)-2H-chromene-3-carboxylate), C1CCOC1 (THF), CCO (EtOH), O[Li].O (LiOH.H2O). Run in O (H2O). Conditions: time 15 minute. Yields the product ClC=1C=C(C=C2C=C(C(OC12)C(F)(F)F)C(=O)O)OCC (8-chloro-6-ethoxy-2-(trifluoromethyl)-2H-chromene-3-carboxylic acid). Yield: 93.9%. RXN SMILES: [Cl:1][C:2]1[CH:3]=[C:4]([O:21][CH2:22][CH3:23])[CH:5]=[C:6]2[C:11]=1[O:10][CH:9]([C:12]([F:15])([F:14])[F:13])[C:8]([C:16]([O:18]CC)=[O:17])=[CH:7]2.C1COCC1.CCO.O[Li].O>O>[Cl:1][C:2]1[CH:3]=[C:4]([O:21][CH2:22][CH3:23])[CH:5]=[C:6]2[C:11]=1[O:10][CH:9]([C:12]([F:15])([F:14])[F:13])[C:8]([C:16]([OH:18])=[O:17])=[CH:7]2 |f:3.4|. Procedure details: To a solution of the ester from Step 4 (250 mg, 0.713 mmole) in a 7:2:1 THF:EtOH:H2O mixture (10 mL) was added LiOH.H2O (44.9 mg, 1.07 mmole). The mixture was stirred room temperature for 15 minutes and then at 50° C. for 75 minutes. After standing at room temperature for 2.75 days, the solvent was removed in vacuo. The residue was redissolved in H2O (20 mL) and washed with ethyl ether (20 mL). The aqueous layer was concentrated to a volume of 5 mL and acidified with 1 N HCl. The resulting solid... The reactants are BrC1=CC=C(C=C1)C=1OC(=C(N1)CC#N)C (4-bromophenyl-4-(cyanomethyl)-5-methyloxazole), [OH-].[K+] (KOH), O (water), COCCO (2-methoxyethanol), solid. Product: BrC1=CC=C(C=C1)C=1OC(=C(N1)CC(=O)O)C (2-(4-bromophenyl)-5-methyl-4-oxazoleacetic acid). The yield is 60.0%. Reaction SMILES: [Br:1][C:2]1[CH:7]=[CH:6][C:5]([C:8]2[O:9][C:10]([CH3:16])=[C:11]([CH2:13][C:14]#N)[N:12]=2)=[CH:4][CH:3]=1.COCCO.[OH-:22].[K+].[OH2:24]>>[Br:1][C:2]1[CH:7]=[CH:6][C:5]([C:8]2[O:9][C:10]([CH3:16])=[C:11]([CH2:13][C:14]([OH:24])=[O:22])[N:12]=2)=[CH:4][CH:3]=1 |f:2.3|. Reported procedure: The crude 2-(4-bromophenyl-4-(cyanomethyl)-5-methyloxazole (assume 0.22 mol) was combined with 2-methoxyethanol (630 mL) and 85% solid KOH (74.6 g, 1.33 mol) in water (360 mL) was added to the reaction. The mixture was heated to reflux for 3 h, cooled, quenched with 2 M HCl (500 mL), and extracted with CH2Cl2. The organic layer was dried (MgSO4), and the solvent removed in vacuo, using toluene to azeotropically remove residual 2-methoxyethanol. The crude product (57.3 g) was recrystallized from ...